This data is from the Open Reaction Database (ORD), a public repository of structured organic reaction records. The task is: describe an organic reaction: reactants, conditions, products, and yield Starting materials: CCc1ccc(C(=O)C(C)NC(=O)OC(C)(C)C)cc1, CC(C)O, Cc1ccccc1. Product: CCc1ccc(C(O)C(C)NC(=O)OC(C)(C)C)cc1. RXN SMILES: [CH2:1]([CH3:2])[c:3]1[cH:4][cH:5][c:6]([C:9]([CH:10]([CH3:11])[NH:12][C:13]([O:14][C:15]([CH3:16])([CH3:17])[CH3:18])=[O:19])=[O:20])[cH:7][cH:8]1.[CH3:21][CH:22]([OH:23])[CH3:24].[CH3:25][c:26]1[cH:27][cH:28][cH:29][cH:30][cH:31]1>>[CH2:1]([CH3:2])[c:3]1[cH:4][cH:5][c:6]([CH:9]([CH:10]([CH3:11])[NH:12][C:13]([O:14][C:15]([CH3:16])([CH3:17])[CH3:18])=[O:19])[OH:20])[cH:7][cH:8]1. The reactants are ClC1=NC=C(C=C1C(=O)N[C@@H](C)C1=CC=C(C(=O)OC(C)(C)C)C=C1)Cl (tert-Butyl 4-((1S)-1-{[(2,5-dichloropyridin-3-yl)carbonyl]amino}ethyl)benzoate), FC1=CC(=C(C=C1)O)C (4-fluoro-2-methylphenol). The product is ClC=1C=C(C(=NC1)OC1=C(C=C(C=C1)F)C)C(=O)N[C@@H](C)C1=CC=C(C(=O)OC(C)(C)C)C=C1 (tert-Butyl 4-[(1S)-1-({[5-chloro-2-(4-fluoro-2-methylphenoxy)pyridin-3-yl]carbonyl}amino)ethyl]benzoate). As a reaction SMILES: Cl[C:2]1[C:7]([C:8]([NH:10][C@H:11]([C:13]2[CH:25]=[CH:24][C:16]([C:17]([O:19][C:20]([CH3:23])([CH3:22])[CH3:21])=[O:18])=[CH:15][CH:14]=2)[CH3:12])=[O:9])=[CH:6][C:5]([Cl:26])=[CH:4][N:3]=1.[F:27][C:28]1[CH:33]=[CH:32][C:31]([OH:34])=[C:30]([CH3:35])[CH:29]=1>>[Cl:26][C:5]1[CH:6]=[C:7]([C:8]([NH:10][C@H:11]([C:13]2[CH:25]=[CH:24][C:16]([C:17]([O:19][C:20]([CH3:23])([CH3:22])[CH3:21])=[O:18])=[CH:15][CH:14]=2)[CH3:12])=[O:9])[C:2]([O:34][C:31]2[CH:32]=[CH:33][C:28]([F:27])=[CH:29][C:30]=2[CH3:35])=[N:3][CH:4]=1. Procedure details: The title compound was prepared according to the procedure described in step 2 of Example 45 from tert-butyl 4-((1S)-1-{[(2,5-dichloropyridin-3-yl)carbonyl]amino}ethyl)benzoate (step 1 of Example 45) and 4-fluoro-2-methylphenol: 1H-NMR (CDCl3) δ 8.57 (1H, d, J=2.6 Hz), 8.22 (1H, d, J=7.6 Hz), 8.11 (1H, d, J=2.6 Hz), 7.96 (2H, d, J=8.4 Hz), 7.41 (2H, d, J=8.4 Hz), 7.13–6.93 (3H, m), 5.39 (1H, dq, J=7.6, 6.9 Hz), 2.12 (3H, s), 1.60 (3H, d, J=6.9 Hz), 1.58 (9H, s); MS (ESI) m/z 485 (M+H)+, 483 (M−H...